Dataset: the Open Reaction Database (ORD), a public repository of structured organic reaction records. Task: describe an organic reaction: reactants, conditions, products, and yield RXN SMILES: [C:1]([CH3:2])(=[O:3])[N:4]([CH:5]1[c:6]2[c:7]([c:18]([Br:23])[cH:19][c:20]([CH3:22])[cH:21]2)[N:8]([C:12](=[O:13])[O:14][CH:15]([CH3:16])[CH3:17])[CH2:9][CH2:10][CH2:11]1)[CH2:24][c:25]1[cH:26][c:27]([C:35]([F:36])([F:37])[F:38])[cH:28][c:29]([C:31]([F:32])([F:33])[F:34])[cH:30]1.[C:39]([N:40]([CH2:41][c:42]1[cH:43][c:44]([C:45]([F:46])([F:47])[F:48])[cH:49][c:50]([C:51]([F:52])([F:53])[F:54])[cH:55]1)[CH:56]1[CH2:57][CH2:58][CH2:59][N:60]([C:61]([O:62][CH:63]([CH3:64])[CH3:65])=[O:66])[c:67]2[cH:68][c:69]([CH3:70])[c:71]([CH3:72])[cH:73][c:74]21)(=[O:75])[CH3:76]>>[C:1]([CH3:2])(=[O:3])[N:4]([CH:5]1[c:6]2[c:7]([c:18]([CH3:39])[cH:19][c:20]([CH3:22])[cH:21]2)[N:8]([C:12](=[O:13])[O:14][CH:15]([CH3:16])[CH3:17])[CH2:9][CH2:10][CH2:11]1)[CH2:24][c:25]1[cH:26][c:27]([C:35]([F:36])([F:37])[F:38])[cH:28][c:29]([C:31]([F:32])([F:33])[F:34])[cH:30]1. Product: CC(=O)N(Cc1cc(C(F)(F)F)cc(C(F)(F)F)c1)C1CCCN(C(=O)OC(C)C)c2c(C)cc(C)cc21. Reactants: CC(=O)N(Cc1cc(C(F)(F)F)cc(C(F)(F)F)c1)C1CCCN(C(=O)OC(C)C)c2c(Br)cc(C)cc21, CC(=O)N(Cc1cc(C(F)(F)F)cc(C(F)(F)F)c1)C1CCCN(C(=O)OC(C)C)c2cc(C)c(C)cc21. The reactants are SCCS, COC(=O)CC(OC)OC, O=C(O)CC1SCCS1, O=C(O)CC1SCCCS1, SCCCS. Product: COC(=O)CC1SCCCS1. Reaction SMILES: [CH2:30]([SH:31])[CH2:32][SH:33].[CH3:20][O:21][CH:22]([O:23][CH3:24])[CH2:25][C:26]([O:27][CH3:28])=[O:29].[S:11]1[CH:12]([CH2:16][C:17]([OH:18])=[O:19])[S:15][CH2:14][CH2:13]1.[S:1]1[CH:2]([CH2:7][C:8](=[O:9])[OH:10])[S:3][CH2:4][CH2:5][CH2:6]1.[SH:34][CH2:35][CH2:36][CH2:37][SH:38]>>[S:1]1[CH:2]([CH2:7][C:8](=[O:9])[O:10][CH3:12])[S:3][CH2:4][CH2:5][CH2:6]1.